Dataset: the Open Reaction Database (ORD), a public repository of structured organic reaction records. Task: describe an organic reaction: reactants, conditions, products, and yield The reactants are C1(=CC=CC=C1)CCCCC(=O)O (5-phenylvaleric acid), C(C(=O)Cl)(=O)Cl (oxalyl chloride), Cl.CNOC (N,O-dimethylhydroxylamine hydrochloride), N1=CC=CC=C1 (pyridine). Reagents/catalysts: CN(C)C=O (DMF). The solvent is C(Cl)Cl (CH2Cl2). Run at temperature 25 celsius, time 1 hour. The product is CON(C(CCCCC1=CC=CC=C1)=O)C (5-phenylpentanoic acid-methoxy-methyl-amide). The yield is 100.7%. As a reaction SMILES: [C:1]1([CH2:7][CH2:8][CH2:9][CH2:10][C:11]([OH:13])=O)[CH:6]=[CH:5][CH:4]=[CH:3][CH:2]=1.C(Cl)(=O)C(Cl)=O.Cl.[CH3:21][NH:22][O:23][CH3:24].N1C=CC=CC=1>C(Cl)Cl.CN(C=O)C>[CH3:24][O:23][N:22]([CH3:21])[C:11](=[O:13])[CH2:10][CH2:9][CH2:8][CH2:7][C:1]1[CH:6]=[CH:5][CH:4]=[CH:3][CH:2]=1 |f:2.3|. Procedure details: To a solution of 2 g (11.22 mmol) of 5-phenylvaleric acid in 75 mL of CH2Cl2 at 0° C. under argon is added 2 drops of DMF followed by 7 mL (14.03 mmol) of oxalyl chloride. This stirred at 25° C. for 1 hour, then 1.4 g (14.03 mmol) of N,O-dimethylhydroxylamine hydrochloride and 2.7 mL (33.66 mmol, 3 eq) of pyridine are added sequentially and stirred for 72 hours at 25° C. The reaction is partitioned between CH2Cl2 and 1 N HCl. The organic layer is dried over anhydrous Na2SO4 and concentrated in v... The reactants are O=[N+]([O-])c1ccc(Cl)c(CNCCS)c1, Cl, [H-], [Na+], CN(C)C=O. Yields the product O=[N+]([O-])c1ccc2c(c1)CNCCS2. As a reaction SMILES: [Cl:4][c:5]1[c:6]([CH2:7][NH:8][CH2:9][CH2:10][SH:11])[cH:12][c:13]([N+:16](=[O:17])[O-:18])[cH:14][cH:15]1.[ClH:3].[H-:1].[Na+:2].[O:19]=[CH:20][N:21]([CH3:22])[CH3:23]>>[c:5]12[c:6]([cH:12][c:13]([N+:16](=[O:17])[O-:18])[cH:14][cH:15]1)[CH2:7][NH:8][CH2:9][CH2:10][S:11]2.